This data is from the Open Reaction Database (ORD), a public repository of structured organic reaction records. The task is: describe an organic reaction: reactants, conditions, products, and yield Reactants: ice, COC=1NC(=C(C(N1)C1=CC(=CC=C1)[N+](=O)[O-])C(=O)O[C@H](CN(CC1=CC=CC=C1)C)C)C (1,4-dihydro-2-methoxy-6-methyl-4-(3-nitrophenyl)-5-pyrimidinecarboxylic acid, (S)-1-methyl-2-[methyl(phenylmethyl)amino]ethyl ester), N1=CC=CC=C1 (pyridine), 4-nitrophenylchloroformate. Solvent: ClCCl (dichloromethane), ClCCl (dichloromethane). Conditions: time 1.5 hour. Product: CC1=C(C(N(C(N1)=O)C(=O)O)C1=CC(=CC=C1)[N+](=O)[O-])C(=O)O (3,4-dihydro-6-methyl-4-(3-nitrophenyl)-2-oxo-3,5-pyrimidinedicarboxylic acid), 3-(4-nitrophenyl)ester. Yield: 83.0%. As a reaction SMILES: C[O:2][C:3]1[NH:4][C:5]([CH3:33])=[C:6]([C:18]([O:20][C@@H](C)CN(C)CC2C=CC=CC=2)=[O:19])[CH:7]([C:9]2[CH:14]=[CH:13][CH:12]=[C:11]([N+:15]([O-:17])=[O:16])[CH:10]=2)[N:8]=1.N1C=CC=CC=1.C1C([N+]([O-])=O)=CC=C([Cl-][C:50]([O-:52])=[O:51])C=1>ClCCl>[CH3:33][C:5]1[NH:4][C:3](=[O:2])[N:8]([C:50]([OH:52])=[O:51])[CH:7]([C:9]2[CH:14]=[CH:13][CH:12]=[C:11]([N+:15]([O-:17])=[O:16])[CH:10]=2)[C:6]=1[C:18]([OH:20])=[O:19]. Procedure details: A solution of 1,4-dihydro-2-methoxy-6-methyl-4-(3-nitrophenyl)-5-pyrimidinecarboxylic acid, (S)-1-methyl-2-[methyl(phenylmethyl)amino]ethyl ester (2.20 g, 4.87 mmol) and pyridine (2.36 ml, 29.2 mmol) in dichloromethane (20 ml) in an ice bath under argon was treated dropwise, via addition funnel, with a solution of 4-nitrophenylchloroformate (1.08 g, 5.36 mmol) in dichloromethane (20 ml). The reaction was then stirred in the ice bath for 15 minutes and evaporated. The residue was coevaporated wit... Product: CCOC(=O)c1c(-c2ccc(Cl)c(Cl)c2)csc1N1C(=O)c2ccccc2C1=O. Reaction SMILES: [CH2:1]([CH3:2])[O:3][C:4](=[O:5])[c:6]1[c:7]([NH2:19])[s:8][cH:9][c:10]1-[c:11]1[cH:12][c:13]([Cl:18])[c:14]([Cl:17])[cH:15][cH:16]1.[CH3:31][C:32](=[O:33])[OH:34].[O:20]=[C:21]1[O:22][C:23](=[O:24])[c:25]2[cH:26][cH:27][cH:28][cH:29][c:30]21>>[CH2:1]([CH3:2])[O:3][C:4](=[O:5])[c:6]1[c:7]([N:19]2[C:21](=[O:20])[c:30]3[c:25]([cH:26][cH:27][cH:28][cH:29]3)[C:23]2=[O:22])[s:8][cH:9][c:10]1-[c:11]1[cH:12][c:13]([Cl:18])[c:14]([Cl:17])[cH:15][cH:16]1. Starting materials: CCOC(=O)c1c(-c2ccc(Cl)c(Cl)c2)csc1N, CC(=O)O, O=C1OC(=O)c2ccccc21. Starting materials: Cc1cccc(C)c1Br, CC(C)(C)P(C(C)(C)C)C(C)(C)C, CC(C)(C)[O-], Cc1ccccc1, [Na+], CC(=O)[O-], CC(=O)[O-], [Pd+2], c1ccc2c(c1)Cc1ccccc1N2. As a reaction SMILES: [Br:34][c:35]1[c:36]([CH3:42])[cH:37][cH:38][cH:39][c:40]1[CH3:41].[C:15]([P:16]([C:17]([CH3:18])([CH3:19])[CH3:20])[C:21]([CH3:22])([CH3:23])[CH3:24])([CH3:25])([CH3:26])[CH3:27].[CH3:28][C:29]([CH3:30])([O-:31])[CH3:32].[CH3:43][c:44]1[cH:45][cH:46][cH:47][cH:48][cH:49]1.[Na+:33].[O-:51][C:52]([CH3:53])=[O:54].[O-:55][C:56]([CH3:57])=[O:58].[Pd+2:50].[cH:1]1[cH:2][cH:3][cH:4][c:5]2[c:14]1[CH2:13][c:12]1[c:7]([cH:8][cH:9][cH:10][cH:11]1)[NH:6]2>>[cH:1]1[cH:2][cH:3][cH:4][c:5]2[c:14]1[CH2:13][c:12]1[c:7]([cH:8][cH:9][cH:10][cH:11]1)[N:6]2[c:35]1[c:36]([CH3:42])[cH:37][cH:38][cH:39][c:40]1[CH3:41]. Yields the product Cc1cccc(C)c1N1c2ccccc2Cc2ccccc21. The reactants are [N+](=O)([O-])C=1C=NC=2CCNCC2C1 (3-Nitro-5,6,7,8-tetrahydro-[1,6]naphthyridine), C(CCCC)O (pentanol). Reagents/catalysts: [Pd] (Pd/C). Run in CO (MeOH). Run at temperature 180 celsius, time 1 hour. Product: N1=CC(=CC2=CN=CC=C12)N ([1,6]naphthyridin-3-ylamine). Reaction SMILES: [N+:1]([C:4]1[CH:5]=[N:6][C:7]2[CH2:8][CH2:9][NH:10][CH2:11][C:12]=2[CH:13]=1)([O-])=O.C(O)CCCC>CO.[Pd]>[N:6]1[C:7]2[C:12](=[CH:11][N:10]=[CH:9][CH:8]=2)[CH:13]=[C:4]([NH2:1])[CH:5]=1. Procedure details: 3-Nitro-5,6,7,8-tetrahydro-[1,6]naphthyridine (1 g, 5.6 mmol), pentanol (2 mL) and Pd/C (300 mg) were placed in a microwave reaction vessel and stirred under microwave irradiation at 180° C. for 1 h. After cooling, the mixture was diluted with MeOH and filtered through a pad of Celite. The solvent was removed and the crude was purified by flash column chromatography to give the desired title compound as a yellow solid. MS (ES+): 146.2 (M+H)+. Calc'd for C8H7N3—145.06. Reactants: CCOC(=O)CCC(Oc1cc(OCc2ccccc2)ccc1C(N)=O)c1ccccc1, CC(=O)OC(C)=O. Product: CCOC(=O)CCC(Oc1cc(OCc2ccccc2)ccc1C#N)c1ccccc1. RXN SMILES: [C:1]([NH2:2])(=[O:3])[c:4]1[c:5]([O:6][CH:7]([CH2:8][CH2:9][C:10](=[O:11])[O:12][CH2:13][CH3:14])[c:15]2[cH:16][cH:17][cH:18][cH:19][cH:20]2)[cH:21][c:22]([O:25][CH2:26][c:27]2[cH:28][cH:29][cH:30][cH:31][cH:32]2)[cH:23][cH:24]1.[CH3:33][C:34]([O:35][C:36](=[O:37])[CH3:38])=[O:39]>>[C:1](#[N:2])[c:4]1[c:5]([O:6][CH:7]([CH2:8][CH2:9][C:10](=[O:11])[O:12][CH2:13][CH3:14])[c:15]2[cH:16][cH:17][cH:18][cH:19][cH:20]2)[cH:21][c:22]([O:25][CH2:26][c:27]2[cH:28][cH:29][cH:30][cH:31][cH:32]2)[cH:23][cH:24]1. Reactants: [K+].[Br-] (KBr), Cl (HCl), C1=CC=CC=2OC3=CC=CC=C3C(C12)CO (9-Xanthenemethanol), C1=CC=CC=2OC3=CC=CC=C3C(C12)CO (9-xanthenemethanol), ClN1C(CCC1=O)=O (N-chlorosuccinimide). The solvent is O (water), C1CCOC1 (THF), O (water). Conditions: time 6 hour. Product: ClC1=CC=2C(C3=CC(=CC=C3OC2C=C1)Cl)CO (2,7-Dichloro-9-xanthenemethanol). The yield is 100.0%. RXN SMILES: [K+].[Br-].[CH:3]1[C:16]2[CH:15]([CH2:17][OH:18])[C:14]3[C:9](=[CH:10][CH:11]=[CH:12][CH:13]=3)[O:8][C:7]=2[CH:6]=[CH:5][CH:4]=1.[Cl:19]N1C(=O)CCC1=O.[ClH:27]>O.C1COCC1>[Cl:27][C:12]1[CH:11]=[CH:10][C:9]2[O:8][C:7]3[C:16](=[CH:3][C:4]([Cl:19])=[CH:5][CH:6]=3)[CH:15]([CH2:17][OH:18])[C:14]=2[CH:13]=1 |f:0.1|. Procedure details: A. From 2,7-Dichloroxanthene-9-carboxylic Acid: To a suspension of 0.75 g of LiAlH4 in 90 mL of anhydrous ether was added dropwise a solution of 3.0 g of 2,7-dichloroxanthene-9-carboxylic acid in 45 mL of freshly distilled THF over a period of 25 minutes. The mixture was stirred at room temperature until the color had changed from grey to light brown (ca. 6hr). The excess LiAlH4 was decomposed by the slow addition of 10 mL of methanol and 2 mL of water while stirring. The suspended precipitate w... The reactants are CC(C)(C)OC(=O)N1CC=C(c2cccc3c2cc(C(N)=O)n3Cc2cccc(F)c2)CC1, CCO. Product: CC(C)(C)OC(=O)N1CCC(c2cccc3c2cc(C(N)=O)n3Cc2cccc(F)c2)CC1. RXN SMILES: [C:1]([CH3:2])([CH3:3])([CH3:4])[O:5][C:6](=[O:7])[N:8]1[CH2:9][CH2:10][C:11]([c:14]2[c:15]3[cH:16][c:17]([C:31]([NH2:32])=[O:33])[n:18]([CH2:23][c:24]4[cH:25][c:26]([F:30])[cH:27][cH:28][cH:29]4)[c:19]3[cH:20][cH:21][cH:22]2)=[CH:12][CH2:13]1.[CH3:34][CH2:35][OH:36]>>[C:1]([CH3:2])([CH3:3])([CH3:4])[O:5][C:6](=[O:7])[N:8]1[CH2:9][CH2:10][CH:11]([c:14]2[c:15]3[cH:16][c:17]([C:31]([NH2:32])=[O:33])[n:18]([CH2:23][c:24]4[cH:25][c:26]([F:30])[cH:27][cH:28][cH:29]4)[c:19]3[cH:20][cH:21][cH:22]2)[CH2:12][CH2:13]1. Starting materials: aqueous solution, [OH-].[Na+] (NaOH), C1CCOC1 (THF), ClC=1C=CC(=C(C1)C=1C=CC(=NC1)C(=O)NCCC(=O)OCC)C(NC1=CC=C(C=C1)C1=CC=C(C=C1)Cl)=O (ethyl 3-(5-(5-chloro-2-((4′-chloro-[1,1′-biphenyl]-4-yl)carbamoyl)phenyl)picolinamido)propanoate). Solvent: CO (MeOH). The product is ClC=1C=CC(=C(C1)C=1C=CC(=NC1)C(=O)NCCC(=O)O)C(NC1=CC=C(C=C1)C1=CC=C(C=C1)Cl)=O (3-(5-(5-chloro-2-((4′-chloro-[1,1′-biphenyl]-4-yl)carbamoyl)phenyl)picolinamido)propanoic acid). RXN SMILES: [OH-].[Na+].C1COCC1.[Cl:8][C:9]1[CH:10]=[CH:11][C:12]([C:31](=[O:46])[NH:32][C:33]2[CH:38]=[CH:37][C:36]([C:39]3[CH:44]=[CH:43][C:42]([Cl:45])=[CH:41][CH:40]=3)=[CH:35][CH:34]=2)=[C:13]([C:15]2[CH:16]=[CH:17][C:18]([C:21]([NH:23][CH2:24][CH2:25][C:26]([O:28]CC)=[O:27])=[O:22])=[N:19][CH:20]=2)[CH:14]=1>CO>[Cl:8][C:9]1[CH:10]=[CH:11][C:12]([C:31](=[O:46])[NH:32][C:33]2[CH:38]=[CH:37][C:36]([C:39]3[CH:40]=[CH:41][C:42]([Cl:45])=[CH:43][CH:44]=3)=[CH:35][CH:34]=2)=[C:13]([C:15]2[CH:16]=[CH:17][C:18]([C:21]([NH:23][CH2:24][CH2:25][C:26]([OH:28])=[O:27])=[O:22])=[N:19][CH:20]=2)[CH:14]=1 |f:0.1|. Procedure details: A 3M aqueous solution of NaOH (0.21 mL, 0.64 mmol) was added to a THF (1 mL) and MeOH (0.5 mL) solution of ethyl 3-(5-(5-chloro-2-((4′-chloro-[1,1′-biphenyl]-4-yl)carbamoyl)phenyl)picolinamido)propanoate (119 mg, 0.21 mmol) and the homogeneous mixture was stirred at room temperature. After 16 h the resulting mixture was concentrated in vacuo, suspended in water, and acidified with 2 M HCl. The resulting precipitate was filtered off and dried in vacuo to yield the title compound.